This data is from the Open Reaction Database (ORD), a public repository of structured organic reaction records. The task is: describe an organic reaction: reactants, conditions, products, and yield Starting materials: [NH4+].[Cl-] (NH4Cl), CCOCC (Et2O), C(C1=CC=CC=C1)N1C(=C(C2=CC=CC=C12)C(C(F)(F)F)(C(F)(F)F)O)CO[Si](C(C)C)(C(C)C)C(C)C (2-(1-benzyl-2-triisopropylsilanyloxymethyl-1H-indol--yl)-1,1,1,3,3,3-hexafluoro-propan-2-ol), solution, [F-].C(CCC)[N+](CCCC)(CCCC)CCCC (tetrabutyl ammonium fluoride), C1CCOC1 (THF), C1CCOC1 (THF). Run at time 1 hour. The product is C(C1=CC=CC=C1)N1C(=CC2=CC(=CC=C12)C(C(F)(F)F)(C(F)(F)F)O)CO (2-(1-benzyl-2-hydroxymethyl-1H-indol-5-yl)-1,1,1,3,3,3-hexafluoro-propan-2-ol). Reaction SMILES: C(N1C2C(=CC=CC=2)C([C:17]([OH:26])([C:22]([F:25])([F:24])[F:23])[C:18]([F:21])([F:20])[F:19])=C1CO[Si](C(C)C)(C(C)C)C(C)C)C1C=CC=CC=1.[F-].C([N+:44]([CH2:53][CH2:54][CH2:55][CH3:56])([CH2:49][CH2:50][CH2:51][CH3:52])[CH2:45][CH2:46][CH2:47][CH3:48])CCC.[NH4+].[Cl-].C[CH2:60][O:61]CC.[CH2:64]1[CH2:68]OC[CH2:65]1>>[CH2:53]([N:44]1[C:45]2[C:51](=[CH:52][C:48]([C:17]([OH:26])([C:22]([F:23])([F:24])[F:25])[C:18]([F:20])([F:19])[F:21])=[CH:47][CH:46]=2)[CH:50]=[C:49]1[CH2:60][OH:61])[C:54]1[CH:55]=[CH:56][CH:68]=[CH:64][CH:65]=1 |f:1.2,3.4|. Procedure: To a solution of 0.93 g (1.66 mmol) of 2-(1-benzyl-2-triisopropylsilanyloxymethyl-1H-indol--yl)-1,1,1,3,3,3-hexafluoro-propan-2-ol in 10 mL of THF were added 1.66 mL (1.66 mmol) of a 1 M solution of tetrabutyl ammonium fluoride in THF. The mixture was stirred at RT for 1 h and poured into a mixture of a saturated aqueous solution of NH4Cl and Et2O. The phases were separated and the aqueous one was extracted with Et2O. The combined organic phases were dried over Na2SO4 and evaporated to yield 1.0... Starting materials: CO.C(Cl)Cl (CH3OH CH2Cl2), C[C@H]1[C@H]([C@H](C[C@@H](O1)O[C@H]2C[C@@](CC=3C2=C(C4=C(C3O)C(=O)C5=CC=CC(=C5C4=O)OC)O)(C(=O)CO)O)N)O.Cl (doxorubicin hydrochloride), C(C)(C)N(CC)C(C)C (diisopropylethylamine), C(C)(C)N(CC)C(C)C (diisopropylethylamine). Solvent: CN(C)C=O (DMF). Conditions: time 19 hour. Product: C[C@H]1[C@H]([C@H](C[C@@H](O1)O[C@H]2C[C@@](CC=3C2=C(C4=C(C3O)C(=O)C5=CC=CC(=C5C4=O)OC)O)(C(=O)CO)O)N)O (Doxorubicin). Reaction SMILES: [CH3:1][C@@H:2]1[O:7][C@@H:6]([O:8][C@@H:9]2[C:14]3=[C:15]([OH:32])[C:16]4[C:28](=[O:29])[C:27]5[C:22](=[CH:23][CH:24]=[CH:25][C:26]=5[O:30][CH3:31])[C:20](=[O:21])[C:17]=4[C:18]([OH:19])=[C:13]3[CH2:12][C@@:11]([OH:37])([C:33]([CH2:35][OH:36])=[O:34])[CH2:10]2)[CH2:5][C@H:4]([NH2:38])[C@@H:3]1[OH:39].Cl.C(N(C(C)C)CC)(C)C.CO.C(Cl)Cl>CN(C=O)C>[CH3:1][C@@H:2]1[O:7][C@@H:6]([O:8][C@@H:9]2[C:14]3=[C:15]([OH:32])[C:16]4[C:28](=[O:29])[C:27]5[C:22](=[CH:23][CH:24]=[CH:25][C:26]=5[O:30][CH3:31])[C:20](=[O:21])[C:17]=4[C:18]([OH:19])=[C:13]3[CH2:12][C@@:11]([OH:37])([C:33]([CH2:35][OH:36])=[O:34])[CH2:10]2)[CH2:5][C@H:4]([NH2:38])[C@@H:3]1[OH:39] |f:0.1,3.4|. Reported procedure: A mixture of doxorubicin hydrochloride (58.5 mg, 0.10 mmol), phosphorylating agent (26.7 mg, 0.12 mmol) and diisopropylethylamine (45.5 μL, 0.26 mmol) in 3.0 mL of DMF was stirred for 19 h at room temperature. Treated with additional diisopropylethylamine (60 μL, 0.34 mmol) and phosphorylating agent (31.8 mg, 0.14 mmol) and stirred for an additional 31 h. The solvent was removed under reduced pressure and the residue was chromatographed on a short silica column eluting with 5% methanol in dichlo... Reactants: Br (HBr), C(C)(=O)OC1=C(C=C(C=C1)C(=O)Cl)OC (4-(chlorocarbonyl)-2-methoxyphenyl acetate), solution, C[Si](C)(C)C=[N+]=[N-] (trimethylsilyldiazomethane). Run in C(C)(=O)O (acetic acid), C(Cl)Cl (CH2Cl2), CCCCCC (hexane). Conditions: time 2 hour. Product: C(C)(=O)OC1=C(C=C(C=C1)C(CBr)=O)OC (4-(2-Bromoacetyl)-2-methoxyphenyl acetate). The yield is 97.0%. RXN SMILES: [C:1]([O:4][C:5]1[CH:10]=[CH:9][C:8]([C:11](Cl)=[O:12])=[CH:7][C:6]=1[O:14][CH3:15])(=[O:3])[CH3:2].[CH3:16][Si](C=[N+]=[N-])(C)C.[BrH:23]>C(Cl)Cl.CCCCCC.C(O)(=O)C>[C:1]([O:4][C:5]1[CH:10]=[CH:9][C:8]([C:11](=[O:12])[CH2:16][Br:23])=[CH:7][C:6]=1[O:14][CH3:15])(=[O:3])[CH3:2]. Procedure: To a solution of 1.09 g (4.6 mmol) of 4-(chlorocarbonyl)-2-methoxyphenyl acetate (as prepared in the precious step) in 10 mL of anhyd CH2Cl2 was added 10.0 mL (20.0 mmol) of a 2 M solution of trimethylsilyldiazomethane in hexane. After stirring 2 h at room temperature, the mixture was cooled (0° C.) and 3.20 mL (16.0 mmol) of 30 wt % HBr in acetic acid was added dropwise (gas evolution). After stirring 5 min, the mixture was concentrated in vacuo and rapidly chromatographed on a 10 g silica SPE ... The reactants are ClCCN1CCCC1 (N-(β-chloroethyl)pyrrolidine), ClC1=CC=2C(=C3N(C2C=C1)CCNC3=O)C3=CC=CC=C3 (8-chloro-10-phenyl-1,2,3,4-tetrahydropyrazino-[1,2-a]indole-1-one), [H-].[Na+] (sodium hydride), O (water). The solvent is CN(C=O)C (dimethylformamide), CN(C=O)C (dimethyl formamide), CN(C=O)C (dimethylformamide). Conditions: temperature 35 celsius, time 1 hour. Yields the product ClC1=CC=2C(=C3N(C2C=C1)CCN(C3=O)CCN3CCCC3)C3=CC=CC=C3 (8-Chloro-10-phenyl-2-pyrrolidinoethyl-1,2,3,4-tetrahydropyrazino [1,2-a]indole-1-one). The yield is 77.3%. Reaction SMILES: [Cl:1][C:2]1[CH:10]=[CH:9][C:8]2[N:7]3[CH2:11][CH2:12][NH:13][C:14](=[O:15])[C:6]3=[C:5]([C:16]3[CH:21]=[CH:20][CH:19]=[CH:18][CH:17]=3)[C:4]=2[CH:3]=1.[H-].[Na+].Cl[CH2:25][CH2:26][N:27]1[CH2:31][CH2:30][CH2:29][CH2:28]1.O>CN(C)C=O>[Cl:1][C:2]1[CH:10]=[CH:9][C:8]2[N:7]3[CH2:11][CH2:12][N:13]([CH2:25][CH2:26][N:27]4[CH2:31][CH2:30][CH2:29][CH2:28]4)[C:14](=[O:15])[C:6]3=[C:5]([C:16]3[CH:21]=[CH:20][CH:19]=[CH:18][CH:17]=3)[C:4]=2[CH:3]=1 |f:1.2|. Procedure details: A solution of 8-chloro-10-phenyl-1,2,3,4-tetrahydropyrazino-[1,2-a]indole-1-one (6.0 g, 0.0202 mole) in dimethyl formamide (40 ml) is added over a period of 1/2 hour to a suspension of sodium hydride (1.4 g, 0.029 mole of a 50% dispersion in mineral oil) in dimethylformamide (20 ml). The mixture is stirred at about 35° C. for 1 hour. A solution of freshly distilled N-(β-chloroethyl)pyrrolidine (3.88 g, 0.029 mole) in dimethylformamide (10 ml) is added over a period of 1/4 hour. The reaction mixt... The reactants are CC1=C(C(=O)OCC)C(=CC=C1)OCCO[C@H]1C[C@H](CCC1)OCC=1N=C(OC1C)C=1C=C(C=CC1)C (ethyl (1R,3S)-2-methyl-6-{2-[3-(5-methyl-2-m-tolyloxazol-4-ylmethoxy)cyclohexyloxy]ethoxy}benzoate), [OH-].[Na+] (sodium hydroxide). Solvent: CO (methanol), Cl.C(C)(=O)OCC (HCl ethyl acetate). Conditions: temperature 80 celsius, time 12 hour. The product is CC1=C(C(=O)O)C(=CC=C1)OCCO[C@H]1C[C@H](CCC1)OCC=1N=C(OC1C)C=1C=C(C=CC1)C ((1R,3S)-2-Methyl-6-{2-[3-(5-methyl-2-m-tolyloxazol-4-ylmethoxy)cyclohexyloxy]ethoxy}benzoic acid). RXN SMILES: [CH3:1][C:2]1[CH:12]=[CH:11][CH:10]=[C:9]([O:13][CH2:14][CH2:15][O:16][C@@H:17]2[CH2:22][CH2:21][CH2:20][C@H:19]([O:23][CH2:24][C:25]3[N:26]=[C:27]([C:31]4[CH:32]=[C:33]([CH3:37])[CH:34]=[CH:35][CH:36]=4)[O:28][C:29]=3[CH3:30])[CH2:18]2)[C:3]=1[C:4]([O:6]CC)=[O:5].[OH-].[Na+]>CO.Cl.C(OCC)(=O)C>[CH3:1][C:2]1[CH:12]=[CH:11][CH:10]=[C:9]([O:13][CH2:14][CH2:15][O:16][C@@H:17]2[CH2:22][CH2:21][CH2:20][C@H:19]([O:23][CH2:24][C:25]3[N:26]=[C:27]([C:31]4[CH:32]=[C:33]([CH3:37])[CH:34]=[CH:35][CH:36]=4)[O:28][C:29]=3[CH3:30])[CH2:18]2)[C:3]=1[C:4]([OH:6])=[O:5] |f:1.2,4.5|. Reported procedure: Unpurified ethyl (1R,3S)-2-methyl-6-{2-[3-(5-methyl-2-m-tolyloxazol-4-ylmethoxy)cyclohexyloxy]ethoxy}benzoate are dissolved in 3 ml of methanol, and 0.25 ml of a 5 N sodium hydroxide solution are added. The mixture is stirred at 60° C. for 8 h and at 80° C. for 12 h. After cooling, the mixture is taken up in 2N HCl/ethyl acetate, the organic phase is dried over sodium sulfate and the solvent is removed under reduced pressure. The residue is purified by RP-HPLC. This gives (1R,3S)-2-methyl-6-{2-[... Starting materials: COC1=C(C=O)C=C(C=C1)OC (2,5-dimethoxybenzaldehyde), N1C(=O)NC(=O)C1 (hydantoin), C(O)CN (monoethanolamine). Run in O (water). Product: COC1=C(C=C2C(NC(N2)=O)=O)C=C(C=C1)OC (5-(2',5'-Dimethoxybenzal) hydantoin). RXN SMILES: [CH3:1][O:2][C:3]1[CH:10]=[CH:9][C:8]([O:11][CH3:12])=[CH:7][C:4]=1[CH:5]=O.[NH:13]1[CH2:19][C:17](=[O:18])[NH:16][C:14]1=[O:15].C(CN)O>O>[CH3:1][O:2][C:3]1[CH:10]=[CH:9][C:8]([O:11][CH3:12])=[CH:7][C:4]=1[CH:5]=[C:19]1[NH:13][C:14](=[O:15])[NH:16][C:17]1=[O:18]. Procedure details: A mixture of 2,5-dimethoxybenzaldehyde (2.504 g.) and hydantoin (1.507 g., 1 molar ratio) in water (15 ml) was heated to 70°. To this 2 layer liquid was added monoethanolamine (1.38 g., 1.5 molar ratio). The mixture was heated 4 hours at 90°-92° (bath temperature) with magnetic stirring. The title compound was isolated in the usual manner and obtained as a yellow solid (3.288 g.), m.p. 250°-252°. Crystallization from dioxane (96% recovery) gave m.p. 251°-252°. The reactants are [OH-].[Na+] (sodium hydroxide), FC1=C(NC2=NC=NC3=CC(=C(C=C23)OC)O)C=C(C(=C1)C)OC(=O)OC (4-(2-fluoro-5-methoxycarbonyloxy4-methylanilino)-7-hydroxy-6-methoxyquinazoline), Cl (hydrochloric acid). The solvent is CO (methanol). Reaction conditions: time 1 hour. Product: FC1=C(NC2=NC=NC3=CC(=C(C=C23)OC)O)C=C(C(=C1)C)O (4-(2-fluoro-5-hydroxy4-methylanilino)-7-hydroxy-6-methoxyquinazoline). Isolated yield 45.1%. RXN SMILES: [OH-].[Na+].[F:3][C:4]1[CH:23]=[C:22]([CH3:24])[C:21]([O:25]C(OC)=O)=[CH:20][C:5]=1[NH:6][C:7]1[C:16]2[C:11](=[CH:12][C:13]([OH:19])=[C:14]([O:17][CH3:18])[CH:15]=2)[N:10]=[CH:9][N:8]=1.Cl>CO>[F:3][C:4]1[CH:23]=[C:22]([CH3:24])[C:21]([OH:25])=[CH:20][C:5]=1[NH:6][C:7]1[C:16]2[C:11](=[CH:12][C:13]([OH:19])=[C:14]([O:17][CH3:18])[CH:15]=2)[N:10]=[CH:9][N:8]=1 |f:0.1|. Procedure details: 1M Aqueous sodium hydroxide solution (4 ml, 4 mmol) was added to a solution of 4-(2-fluoro-5-methoxycarbonyloxy4-methylanilino)-7-hydroxy-6-methoxyquinazoline (820 mg, 2.2 mmol) in methanol (20 ml) and the mixture stirred for 1 hour at ambient temperature. Concentrated hydrochloric acid (0.8 ml) was added, the volatiles removed by evaporation and the residue purified by column chromatography eluting with methylene chloride/methanol (60/40) to give 4-(2-fluoro-5-hydroxy4-methylanilino)-7-hydroxy-...